From a dataset of the Open Reaction Database (ORD), a public repository of structured organic reaction records. describe an organic reaction: reactants, conditions, products, and yield The reactants are CC(C)(C)[Si](C)(C)OCCBr, O=C([O-])[O-], Cl, [K+], [K+], CN(C)C=O, O, O=C(O)c1cccc(S)c1. Yields the product CC(C)(C)[Si](C)(C)OCCSc1cccc(C(=O)O)c1. Reaction SMILES: [Br:1][CH2:2][CH2:3][O:4][Si:5]([CH3:6])([CH3:7])[C:8]([CH3:9])([CH3:10])[CH3:11].[C:22](=[O:23])([O-:24])[O-:25].[ClH:28].[K+:26].[K+:27].[O:29]=[CH:30][N:31]([CH3:32])[CH3:33].[OH2:34].[SH:12][c:13]1[cH:14][c:15]([C:16](=[O:17])[OH:18])[cH:19][cH:20][cH:21]1>>[CH2:2]([CH2:3][O:4][Si:5]([CH3:6])([CH3:7])[C:8]([CH3:9])([CH3:10])[CH3:11])[S:12][c:13]1[cH:14][c:15]([C:16](=[O:17])[OH:18])[cH:19][cH:20][cH:21]1. Reactants: NC1=CC=C(C=C1)CCO (2-(4-Aminophenyl)ethanol), CC(=O)OC(=O)C (Ac2O), [N+](=O)(O)[O-] (HNO3). Conditions: temperature 0 celsius. Product: NC1=C(C=C(C=C1)CCOC(C)=O)[N+](=O)[O-] (2-(4-Amino-3-nitro-phenyl)ethylacetate). As a reaction SMILES: [NH2:1][C:2]1[CH:7]=[CH:6][C:5]([CH2:8][CH2:9][OH:10])=[CH:4][CH:3]=1.[N+:11]([O-:14])(O)=[O:12].[CH3:15][C:16](OC(C)=O)=[O:17]>>[NH2:1][C:2]1[CH:7]=[CH:6][C:5]([CH2:8][CH2:9][O:10][C:16](=[O:17])[CH3:15])=[CH:4][C:3]=1[N+:11]([O-:14])=[O:12]. Procedure details: 2-(4-Aminophenyl)ethanol (186) (Aldrich, 26,164-5) (2.4 g, 17.5 mmol) was dissolved in Ac2O (12 mL) and chilled to 0° C. before addition of concentrated HNO3 (2.5 mL). The colorless solution turned red as it was stirred at 0° C. After stirring for 10 min, the reaction was quenched by addition of ice cold water (50 mL). The resulting biphasic mixture was stirred for 0.5 h to provide for 187 as a solid. The solid was recovered by filtration and recrystallized from methanol to give 187 (2.13 g) as ...